From a dataset of the Open Reaction Database (ORD), a public repository of structured organic reaction records. describe an organic reaction: reactants, conditions, products, and yield Run in CS(=O)C (dimethylsulphoxide), petroleum ether. Yield: 88.0%. Procedure details: 772 g (19.3 mol) of sodium hydroxide powder were added in portions to 1,672 g (12.8 mol) of cis-2-methoxycyclohexanol and 1,853 g (12.8 mol) of 2-fluorobenzyl chloride in 10 l of dimethylsulphoxide, whilst cooling with water. The mixture was stirred at 35° C. for 2 hours and at 45° C. overnight. Thereafter, it was cooled to 18° C., 10 l of petroleum ether were added and the mixture was discharged onto 10 ml of ice-water. The organic phase was separated off, extracted by shaking with water, dried... Conditions: temperature 45 celsius, time 8 hour. Product: FC1=C(CO[C@H]2[C@H](CCCC2)OC)C=CC=C1 (cis-1-(2-fluorobenzyloxy)-2-methoxy-cyclohexane). RXN SMILES: [OH-].[Na+].[CH3:3][O:4][C@H:5]1[CH2:10][CH2:9][CH2:8][CH2:7][C@H:6]1[OH:11].[F:12][C:13]1[CH:20]=[CH:19][CH:18]=[CH:17][C:14]=1[CH2:15]Cl.O>CS(C)=O>[F:12][C:13]1[CH:20]=[CH:19][CH:18]=[CH:17][C:14]=1[CH2:15][O:11][C@@H:6]1[CH2:7][CH2:8][CH2:9][CH2:10][C@@H:5]1[O:4][CH3:3] |f:0.1|. The reactants are O (water), [OH-].[Na+] (sodium hydroxide), CO[C@@H]1[C@@H](CCCC1)O (cis-2-methoxycyclohexanol), FC1=C(CCl)C=CC=C1 (2-fluorobenzyl chloride), ice water. Reactants: C(C1=CC=CC=C1)OC1=CC2=C(SC(O2)=O)C=C1 (6-benzyloxy-1,3-benzoxathiol-2-one), [OH-].[Na+] (sodium hydroxide). The solvent is CO (methanol). Reaction conditions: time 16 hour. Product: C(C1=CC=CC=C1)OC=1C=CC(=C(C1)O)S (5-benzyloxy-2-mercaptophenol). Reaction SMILES: [CH2:1]([O:8][C:9]1[CH:18]=[CH:17][C:12]2[S:13]C(=O)[O:15][C:11]=2[CH:10]=1)[C:2]1[CH:7]=[CH:6][CH:5]=[CH:4][CH:3]=1.[OH-].[Na+]>CO>[CH2:1]([O:8][C:9]1[CH:18]=[CH:17][C:12]([SH:13])=[C:11]([OH:15])[CH:10]=1)[C:2]1[CH:3]=[CH:4][CH:5]=[CH:6][CH:7]=1 |f:1.2|. Reported procedure: A mixture of 6-benzyloxy-1,3-benzoxathiol-2-one (35 g), aqueous sodium hydroxide solution (200 mL; 2 N) and methanol (50 mL) is stirred at ambient temperature for 16 hours and then it is heated at reflux for 30 minutes. The reaction mixture is then evaporated to dryness and the residue is acidified to pH 1 by treatment with concentrated hydrochloric acid (20 mL). The residue is diluted with water (200 mL) and then extracted with diethyl ether (3×200 mL). The combined organic extracts are washed ... Reactants: NC1=NC=C(C(=O)O)C=C1[N+](=O)[O-] (6-amino-5-nitro-nicotinic acid), S(=O)(Cl)Cl (thionyl chloride). Yields the product NC1=NC=C(C(=O)Cl)C=C1[N+](=O)[O-] (6-Amino-5-nitro-nicotinoyl chloride). As a reaction SMILES: [NH2:1][C:2]1[C:10]([N+:11]([O-:13])=[O:12])=[CH:9][C:5]([C:6](O)=[O:7])=[CH:4][N:3]=1.S(Cl)([Cl:16])=O>>[NH2:1][C:2]1[C:10]([N+:11]([O-:13])=[O:12])=[CH:9][C:5]([C:6]([Cl:16])=[O:7])=[CH:4][N:3]=1. Reported procedure: 6-amino-5-nitro-nicotinic acid (2.50 g, 13.7 mmol) was mixed with 50 mL thionyl chloride and refluxed for 2 h. The mixture was concentrated and the residue reacted without further purification. Reactants: ClC=1C=C(C=CC1S(=O)(=O)C)[C@H](C(=O)O)CC1CCCC1 (2(R)-(3-chloro-4-methanesulfonyl-phenyl)-3-cyclopentyl-propionic acid), solution, C(C(=O)Cl)(=O)Cl (oxalyl chloride), O1C(=CC=C1)C=1N=CC(=NC1)N (5-furan-2-yl-pyrazin-2-ylamine), N1=C(C=CC=C1C)C (2,6-lutidine). The reagents and catalysts are CN(C=O)C (N,N-dimethylformamide). Run in C(Cl)Cl (methylene chloride), O (water), C(Cl)Cl (methylene chloride), O1CCCC1 (tetrahydrofuran). Conditions: temperature 0 celsius, time 30 minute. Yields the product hexanes ethyl acetate, ClC=1C=C(C=CC1S(=O)(=O)C)[C@H](C(=O)NC1=NC=C(N=C1)C=1OC=CC1)CC1CCCC1 (2(R)-(3-chloro-4-methanesulfonyl-phenyl)-3-cyclopentyl-N-(5-furan-2-yl-pyrazin-2-yl)-propionamide). The yield is 68.8%. RXN SMILES: [Cl:1][C:2]1[CH:3]=[C:4]([C@@H:12]([CH2:16][CH:17]2[CH2:21][CH2:20][CH2:19][CH2:18]2)[C:13]([OH:15])=O)[CH:5]=[CH:6][C:7]=1[S:8]([CH3:11])(=[O:10])=[O:9].C(Cl)(=O)C(Cl)=O.[O:28]1[CH:32]=[CH:31][CH:30]=[C:29]1[C:33]1[N:34]=[CH:35][C:36]([NH2:39])=[N:37][CH:38]=1.N1C(C)=CC=CC=1C>C(Cl)Cl.CN(C)C=O.O1CCCC1.O>[Cl:1][C:2]1[CH:3]=[C:4]([C@@H:12]([CH2:16][CH:17]2[CH2:21][CH2:20][CH2:19][CH2:18]2)[C:13]([NH:39][C:36]2[CH:35]=[N:34][C:33]([C:29]3[O:28][CH:32]=[CH:31][CH:30]=3)=[CH:38][N:37]=2)=[O:15])[CH:5]=[CH:6][C:7]=1[S:8]([CH3:11])(=[O:9])=[O:10]. Procedure details: A solution of 2(R)-(3-chloro-4-methanesulfonyl-phenyl)-3-cyclopentyl-propionic acid (prepared as in Example 1, 125 mg, 0.38 mmol) in methylene chloride (2.5 mL) cooled to 0° C. was treated with a 2.0M solution of oxalyl chloride in methylene chloride (217 μL, 0.43 mmol) and N,N-dimethylformamide (1 drop). The reaction mixture was stirred at 0° C. for 30 min, concentrated in vacuo, and azeotroped with toluene (2 mL) two times. The resulting oil was then dissolved in tetrahydrofuran (1 mL) at 25° ... Reported procedure: To the stirred mixture of 9-ethyl-1-methylphenothiazin-5-ium tetraiodide hydrate (383 mg, 0.5 mmol) in anhydrous CHCl3 (20 mL) dimethylamine (0.5 mL, 1.0 mmol, 2 M solution in THF) was added drop wise over 4 h. The resulting mixture was stirred at room temperature overnight, concentrated to dryness. Run at time 8 hour. As a reaction SMILES: O.[I-:2].[I-].[I-].[I-].[CH2:6]([C:8]1[CH:9]=[CH:10][CH:11]=[C:12]2[C:21]=1[N:20]=[C:19]1[C:14]([CH:15]=[CH:16][CH:17]=[C:18]1[CH3:22])=[S+:13]2)[CH3:7].[CH2:23]([C:25]1[CH:26]=[CH:27][CH:28]=[C:29]2[C:38]=1[N:37]=[C:36]1[C:31]([CH:32]=[CH:33][CH:34]=[C:35]1[CH3:39])=[S+:30]2)[CH3:24].[CH2:40]([C:42]1[CH:43]=[CH:44][CH:45]=[C:46]2[C:55]=1[N:54]=[C:53]1[C:48]([CH:49]=[CH:50][CH:51]=[C:52]1[CH3:56])=[S+:47]2)[CH3:41].C(C1C=CC=C2[C:72]=1[N:71]=[C:70]1C(C=CC=C1C)=[S+]2)C.C(Cl)(Cl)Cl>>[I-:2].[I-:2].[I-:2].[CH3:36][N:37]([CH3:38])[C:10]1[CH:9]=[C:8]([CH2:6][CH3:7])[C:21]2[C:12]([CH:11]=1)=[S+:13][C:14]1[C:19](=[C:18]([CH3:22])[CH:17]=[CH:16][CH:15]=1)[N:20]=2.[CH3:70][N:71]([C:44]1[CH:43]=[C:42]([CH2:40][CH3:41])[C:55]2[C:46]([CH:45]=1)=[S+:47][C:48]1[C:53](=[C:52]([CH3:56])[CH:51]=[CH:50][CH:49]=1)[N:54]=2)[CH3:72].[CH3:19][N:20]([C:27]1[CH:26]=[C:25]([CH2:23][CH3:24])[C:38]2[C:29]([CH:28]=1)=[S+:30][C:31]1[C:36](=[C:35]([CH3:39])[CH:34]=[CH:33][CH:32]=1)[N:37]=2)[CH3:21] |f:0.1.2.3.4.5.6.7.8,10.11.12.13.14.15|. Reactants: O.[I-].[I-].[I-].[I-].C(C)C=1C=CC=C2[S+]=C3C=CC=C(C3=NC12)C.C(C)C=1C=CC=C2[S+]=C3C=CC=C(C3=NC12)C.C(C)C=1C=CC=C2[S+]=C3C=CC=C(C3=NC12)C.C(C)C=1C=CC=C2[S+]=C3C=CC=C(C3=NC12)C (9-ethyl-1-methylphenothiazin-5-ium tetraiodide hydrate), C(Cl)(Cl)Cl (CHCl3). Yields the product [I-].[I-].[I-].CN(C=1C=C(C2=NC3=C(C=CC=C3[S+]=C2C1)C)CC)C.CN(C)C=1C=C(C2=NC3=C(C=CC=C3[S+]=C2C1)C)CC.CN(C)C=1C=C(C2=NC3=C(C=CC=C3[S+]=C2C1)C)CC (3-(Dimethylamino)-1-ethyl-9-methylphenothiazin-5-ium triiodide). Starting materials: COC(=O)C=1C=C(C(=C(C1)C1=CC=CC=C1)OCOCCOC)C1=CC=CC=C1 (2′-(2-methoxyethoxymethoxy)-[1,1′;3′,1″]terphenyl-5′-carboxylic acid methyl ester), FC(C(=O)O)(F)F (trifluoroacetic acid). Solvent: CCOCC (ether), C(Cl)Cl (CH2Cl2). Reaction conditions: time 1 hour. Product: COC(=O)C=1C=C(C(=C(C1)C1=CC=CC=C1)O)C1=CC=CC=C1 (2′-Hydroxy-[1,1′;3′,1″]terphenyl-5′-carboxylic acid methyl ester). Yield: 99.4%. RXN SMILES: [CH3:1][O:2][C:3]([C:5]1[CH:6]=[C:7]([C:24]2[CH:29]=[CH:28][CH:27]=[CH:26][CH:25]=2)[C:8]([O:17]COCCOC)=[C:9]([C:11]2[CH:16]=[CH:15][CH:14]=[CH:13][CH:12]=2)[CH:10]=1)=[O:4].FC(F)(F)C(O)=O>C(Cl)Cl.CCOCC>[CH3:1][O:2][C:3]([C:5]1[CH:10]=[C:9]([C:11]2[CH:16]=[CH:15][CH:14]=[CH:13][CH:12]=2)[C:8]([OH:17])=[C:7]([C:24]2[CH:29]=[CH:28][CH:27]=[CH:26][CH:25]=2)[CH:6]=1)=[O:4]. Procedure: At ambient temperature, to a stirred solution of 2′-(2-methoxyethoxymethoxy)-[1,1′;3′,1″]terphenyl-5′-carboxylic acid methyl ester (1.608 g, 4.098 mmol) in CH2Cl2 (16.08 mL) was added portionwise trifluoroacetic acid (16.08 mL). After 1 h, the reaction was diluted with ether (100 mL), washed sequentially with H2O (3×), with sat. aq. NaHCO3 (3×), with brine (3×), dried (MgSO4) and concentrated to give 1.240 g (99%) of the title compound as a white solid. 1H NMR (DMSO-d6) δ3.83 (s, 3H), 7.39-7.50 ...